This data is from the Open Reaction Database (ORD), a public repository of structured organic reaction records. The task is: describe an organic reaction: reactants, conditions, products, and yield Reactants: CC(C)OC(=O)/N=N/C(=O)OC(C)C (diisopropylazodicarboxylate), FC(OC1=CC=C(C=C1)N1N=C(N=C1)C1=CC=C(C=C1)CCCO)(F)F (3-(4-(1-(4-(trifluoromethoxy)phenyl)-1H-1,2,4-triazol-3-yl)phenyl)propan-1-ol), C1(C=2C(C(N1)=O)=CC=CC2)=O (phthalimide), C1(=CC=CC=C1)P(C1=CC=CC=C1)C1=CC=CC=C1 (triphenylphosphine). The solvent is O1CCCC1 (tetrahydrofuran). Reaction conditions: temperature 0 celsius, time 16 hour. The product is FC(OC1=CC=C(C=C1)N1N=C(N=C1)C1=CC=C(C=C1)CCCN1C(C2=CC=CC=C2C1=O)=O)(F)F (2-(3-(4-(1-(4-(trifluoromethoxy)phenyl)-1H-1,2,4-triazol-3-yl)phenyl)propyl)isoindoline-1,3-dione). Isolated yield 61.6%. Reaction SMILES: [F:1][C:2]([F:26])([F:25])[O:3][C:4]1[CH:9]=[CH:8][C:7]([N:10]2[CH:14]=[N:13][C:12]([C:15]3[CH:20]=[CH:19][C:18]([CH2:21][CH2:22][CH2:23]O)=[CH:17][CH:16]=3)=[N:11]2)=[CH:6][CH:5]=1.[C:27]1(=[O:37])[NH:31][C:30](=[O:32])[C:29]2=[CH:33][CH:34]=[CH:35][CH:36]=[C:28]12.C1(P(C2C=CC=CC=2)C2C=CC=CC=2)C=CC=CC=1.CC(OC(/N=N/C(OC(C)C)=O)=O)C>O1CCCC1>[F:26][C:2]([F:1])([F:25])[O:3][C:4]1[CH:9]=[CH:8][C:7]([N:10]2[CH:14]=[N:13][C:12]([C:15]3[CH:20]=[CH:19][C:18]([CH2:21][CH2:22][CH2:23][N:31]4[C:27](=[O:37])[C:28]5[C:29](=[CH:33][CH:34]=[CH:35][CH:36]=5)[C:30]4=[O:32])=[CH:17][CH:16]=3)=[N:11]2)=[CH:6][CH:5]=1. Reported procedure: In a 250 mL flask, 3-(4-(1-(4-(trifluoromethoxy)phenyl)-1H-1,2,4-triazol-3-yl)phenyl)propan-1-ol (3.00 g, 8.24 mmol), phthalimide (2.50 g, 17.3 mmol) and triphenylphosphine (5.20 g, 19.8 mmol) were diluted with tetrahydrofuran (30 mL). The reaction mixture was cooled to 0° C. and diisopropylazodicarboxylate (4.00 g, 19.8 mmol) was added. The reaction mixture was stirred at room temperature for 16 hours. The reaction mixture was concentrated and loaded onto silica gel. The resulting slurry was pu... Starting materials: Cc1ccccc1, CC(CC#N)C(C)CC#N. Yields the product CC1CC(N)=C(C#N)C1C. Reaction SMILES: [CH3:11][c:12]1[cH:13][cH:14][cH:15][cH:16][cH:17]1.[CH3:1][CH:2]([CH2:3][C:4]#[N:5])[CH:6]([CH2:7][C:8]#[N:9])[CH3:10]>>[CH3:1][CH:2]1[C:3]([C:4]#[N:5])=[C:8]([NH2:9])[CH2:7][CH:6]1[CH3:10]. Reactants: CCOC(=O)OCC, CCOC(=O)CCCOc1cc(OCc2ccccc2)ccc1C=O, CC(C)(C)[O-], Cl, [K+]. Product: CCOC(=O)C1=Cc2ccc(OCc3ccccc3)cc2OCC1. As a reaction SMILES: [C:33](=[O:34])([O:35][CH2:36][CH3:37])[O:38][CH2:39][CH3:40].[CH2:1]([c:2]1[cH:3][cH:4][cH:5][cH:6][cH:7]1)[O:8][c:9]1[cH:10][cH:11][c:12]([CH:24]=[O:25])[c:13]([O:14][CH2:15][CH2:16][CH2:17][C:18](=[O:19])[O:20][CH2:21][CH3:22])[cH:23]1.[CH3:26][C:27]([CH3:28])([O-:29])[CH3:30].[ClH:32].[K+:31]>>[CH2:1]([c:2]1[cH:3][cH:4][cH:5][cH:6][cH:7]1)[O:8][c:9]1[cH:10][cH:11][c:12]2[c:13]([cH:23]1)[O:14][CH2:15][CH2:16][C:17]([C:18](=[O:19])[O:20][CH2:21][CH3:22])=[CH:24]2.